This data is from the Open Reaction Database (ORD), a public repository of structured organic reaction records. The task is: describe an organic reaction: reactants, conditions, products, and yield Reactants: BrC(C(=O)NC=1SC(=CN1)CC1=C(C=CC=C1)Cl)CC (2-Bromo-N-[5-(2-chloro-benzyl)-thiazol-2-yl]-butyramide), C(C)NCC (diethylamine). Solvent: CN(C=O)C (N,N-dimethylformamide). The product is ClC1=C(CC2=CN=C(S2)NC(C(CC)N(CC)CC)=O)C=CC=C1 (N-[5-(2-Chloro-benzyl)-thiazol-2-yl]-2-diethylamino-butyramide). Reaction SMILES: Br[CH:2]([CH2:19][CH3:20])[C:3]([NH:5][C:6]1[S:7][C:8]([CH2:11][C:12]2[CH:17]=[CH:16][CH:15]=[CH:14][C:13]=2[Cl:18])=[CH:9][N:10]=1)=[O:4].[CH2:21]([NH:23][CH2:24][CH3:25])[CH3:22]>CN(C)C=O>[Cl:18][C:13]1[CH:14]=[CH:15][CH:16]=[CH:17][C:12]=1[CH2:11][C:8]1[S:7][C:6]([NH:5][C:3](=[O:4])[CH:2]([N:23]([CH2:24][CH3:25])[CH2:21][CH3:22])[CH2:19][CH3:20])=[N:10][CH:9]=1. Procedure: 2-Bromo-N-[5-(2-chloro-benzyl)-thiazol-2-yl]-butyramide (37 mg, 0.10 mmol) was dissolved in 0.5 mL of N,N-dimethylformamide containing diethylamine (146 mg, 2.00 mmol). The reaction vessel was sealed and then subjected to microwave irradiation for 5 minutes at 80° C. The crude mixture was evaporated to dryness and purified by reverse-phase preparative liquid chromatography (14 mg, 0.038, 38%). ESI-MS m/z calc. 365.1. found 366.2 (M+1)+ Retention time 2.18 minutes. The reactants are C(C1=CC=CC=C1)OC1=C(C=CC(=C1)\C=C\C1CNCC1)N1CC(N(S1(=O)=O)CC[Si](C)(C)C)=O (5-[2-benzyloxy-4-((E)-2-pyrrolidin-3-yl-vinyl)-phenyl]-1,1-dioxo-2-(2-trimethylsilanylethyl)-1,2,5-thiadiazolidin-3-one), C1(=CC=CC=C1)S(=O)(=O)Cl (benzenesulfonyl chloride). Yields the product C1(=CC=CC=C1)S(=O)(=O)N1CC(CC1)/C=C/C1=CC(=C(C=C1)N1CC(N(S1(=O)=O)CC[Si](C)(C)C)=O)OCC1=CC=CC=C1 (5-{4-[(E)-2-(1-Benzenesulfonylpyrrolidin-3-yl)-vinyl]-2-benzyloxyphenyl}-1,1-dioxo-2-(2-trimethylsilanylethyl)-1,2,5-thiadiazolidin-3-one). Reaction SMILES: [CH2:1]([O:8][C:9]1[CH:14]=[C:13](/[CH:15]=[CH:16]/[CH:17]2[CH2:21][CH2:20][NH:19][CH2:18]2)[CH:12]=[CH:11][C:10]=1[N:22]1[S:26](=[O:28])(=[O:27])[N:25]([CH2:29][CH2:30][Si:31]([CH3:34])([CH3:33])[CH3:32])[C:24](=[O:35])[CH2:23]1)[C:2]1[CH:7]=[CH:6][CH:5]=[CH:4][CH:3]=1.[C:36]1([S:42](Cl)(=[O:44])=[O:43])[CH:41]=[CH:40][CH:39]=[CH:38][CH:37]=1>>[C:36]1([S:42]([N:19]2[CH2:20][CH2:21][CH:17](/[CH:16]=[CH:15]/[C:13]3[CH:12]=[CH:11][C:10]([N:22]4[S:26](=[O:27])(=[O:28])[N:25]([CH2:29][CH2:30][Si:31]([CH3:33])([CH3:32])[CH3:34])[C:24](=[O:35])[CH2:23]4)=[C:9]([O:8][CH2:1][C:2]4[CH:3]=[CH:4][CH:5]=[CH:6][CH:7]=4)[CH:14]=3)[CH2:18]2)(=[O:44])=[O:43])[CH:41]=[CH:40][CH:39]=[CH:38][CH:37]=1. Reported procedure: The title compound is prepared from 5-[2-benzyloxy-4-((E)-2-pyrrolidin-3-yl-vinyl)-phenyl]-1,1-dioxo-2-(2-trimethylsilanylethyl)-1,2,5-thiadiazolidin-3-one and benzenesulfonyl chloride analogous to Example 192, step B. The reactants are O=C(CBr)c1ccc(I)cc1, O=C1NC(=O)c2ccccc21, [K], CN(C)C=O. Product: O=C(CN1C(=O)c2ccccc2C1=O)c1ccc(I)cc1. Reaction SMILES: [Br:1][CH2:2][C:3](=[O:4])[c:5]1[cH:6][cH:7][c:8]([I:11])[cH:9][cH:10]1.[C:12]1(=[O:22])[c:13]2[c:14]([cH:18][cH:19][cH:20][cH:21]2)[C:15](=[O:17])[NH:16]1.[K:23].[O:24]=[CH:25][N:26]([CH3:27])[CH3:28]>>[CH2:2]([C:3](=[O:4])[c:5]1[cH:6][cH:7][c:8]([I:11])[cH:9][cH:10]1)[N:16]1[C:12](=[O:22])[c:13]2[c:14]([cH:18][cH:19][cH:20][cH:21]2)[C:15]1=[O:17]. The reactants are C(C1=CC=CC=C1)OC1=CC=2C=C3N(C2C=C1)CC[C@@H]3CC(=O)OCC ((R)-ethyl 2-(7-(benzyloxy)-2,3-dihydro-1H-pyrrolo[1,2-a]indol-1-yl)acetate). Run in CCOC(=O)C (EtOAc), hexanes MTBE. Reaction conditions: time 3.5 hour. The product is OC1=CC=2C=C3N(C2C=C1)CC[C@@H]3CC(=O)OCC ((R)-ethyl 2-(7-hydroxy-2,3-dihydro-1H-pyrrolo[1,2-a]indol-1-yl)acetate). RXN SMILES: C([O:8][C:9]1[CH:17]=[CH:16][C:15]2[N:14]3[CH2:18][CH2:19][C@H:20]([CH2:21][C:22]([O:24][CH2:25][CH3:26])=[O:23])[C:13]3=[CH:12][C:11]=2[CH:10]=1)C1C=CC=CC=1>CCOC(C)=O>[OH:8][C:9]1[CH:17]=[CH:16][C:15]2[N:14]3[CH2:18][CH2:19][C@H:20]([CH2:21][C:22]([O:24][CH2:25][CH3:26])=[O:23])[C:13]3=[CH:12][C:11]=2[CH:10]=1. Procedure details: (R)-ethyl 2-(7-(benzyloxy)-2,3-dihydro-1H-pyrrolo[1,2-a]indol-1-yl)acetate (81.1 g, 232 mmol was dissolved in EtOAc (1.0 L) and washed w/aq. 0.5 N HCl (2×350 mL). The organics were dried over MgSO4, filtered, and concentrated to a total volume of approximately 600 mL. The solution was transferred to a Parr bottle and 10% Pd/C (22 g) was added. The mixture was placed on a Parr shaker under 50 psi of hydrogen for 3.5 h. The mixture was filtered through celite and concentrated in vacuo. The crude m... Starting materials: C(=O)C=1C=C2C(=C(C=NC2=CC1)C#N)C (6-formyl-4-methyl-quinoline-3-carbonitrile), COC=1C=CC(=CC1OC2CCCC2)/C=C\3/C(=O)NC(=N)S3 (pseudothiohydantoin), C(C)(=O)[O-].[Na+] (sodium acetate). Run in C(C)(=O)O (acetic acid). Yields the product NC=1S\C(\C(N1)=O)=C/C=1C=C2C(=C(C=NC2=CC1)C#N)C (6-[2-amino-4-oxo-4H-thiazol-(5Z)-ylidenemethyl]-4-methyl-quinoline-3-carbonitrile). Reaction SMILES: [CH:1]([C:3]1[CH:4]=[C:5]2[C:10](=[CH:11][CH:12]=1)[N:9]=[CH:8][C:7]([C:13]#[N:14])=[C:6]2[CH3:15])=O.COC1C=CC(/C=[C:31]2/[C:32]([NH:34][C:35]([S:37]/2)=[NH:36])=[O:33])=CC=1OC1CCCC1.C([O-])(=O)C.[Na+]>C(O)(=O)C>[NH2:36][C:35]1[S:37]/[C:31](=[CH:1]\[C:3]2[CH:4]=[C:5]3[C:10](=[CH:11][CH:12]=2)[N:9]=[CH:8][C:7]([C:13]#[N:14])=[C:6]3[CH3:15])/[C:32](=[O:33])[N:34]=1 |f:2.3|. Reported procedure: Similar procedure as described in example 28c was used, starting from 6-formyl-4-methyl-quinoline-3-carbonitrile (example 73c), pseudothiohydantoin, sodium acetate and acetic acid to give 6-[2-amino-4-oxo-4H-thiazol-(5Z)-ylidenemethyl]-4-methyl-quinoline-3-carbonitrile. LC-MS m/e 295 (MH+). Run in CN(C=O)C (dimethylformamide). Run at time 1 hour. Starting materials: Cl (hydrochloric acid), CC1(C(C1CC(Cl)(Cl)Cl)C(=O)OC)C (methyl 2,2-dimethyl-3-(2,2,2-trichloroethyl)cyclopropane-1-carboxylate), CC1(C(C1CC(Cl)(Cl)Cl)C(=O)OC)C (methyl 2,2-dimethyl-3-(2,2,2-trichloroethyl)cyclopropane-1-carboxylate), N12CCCN=CC2CCCC1 (1,5-diazabicyclo[5.4.0]undec-5-ene). RXN SMILES: [CH3:1][C:2]1([CH3:14])[CH:4]([CH2:5][C:6](Cl)([Cl:8])[Cl:7])[CH:3]1[C:10]([O:12][CH3:13])=[O:11].N12CCCCC1C=NCCC2.Cl>CN(C)C=O>[Cl:7][C:6]([Cl:8])=[CH:5][CH:4]1[CH:3]([C:10]([O:12][CH3:13])=[O:11])[C:2]1([CH3:1])[CH3:14]. Product: ClC(=CC1C(C1C(=O)OC)(C)C)Cl (methyl 3-(2,2-dichloroethenyl)-2,2-dimethylcyclopropane-1-carboxylate). The yield is 91.0%. Reported procedure: A mixture of 13.0 g (0.050 mol) of methyl 2,2-dimethyl-3-(2,2,2-trichloroethyl)cyclopropane-1-carboxylate (compound Z, C/T=77/23), 9.12 g (0.060 mol) of 1,5-diazabicyclo[5.4.0]undec-5-ene and 50 ml of dimethylformamide was stirred at 100° for 1 hour, then allowed to cool to room temperature and poured into 1 N hydrochloric acid. The mixture was extracted with ether and the ether extracts were combined, washed with brine, dried over magnesium sulfate and concentrated to give 10.15 g (91% yield) o... Starting materials: Cc1cccc(Br)c1, [Cl-], Cl, [Mg], [NH4+], CCOCC, N#CCC1CCN(Cc2ccccc2)CC1. Yields the product Cl, Cc1cccc(C(=O)CC2CCN(Cc3ccccc3)CC2)c1. RXN SMILES: [Br:2][c:3]1[cH:4][c:5]([CH3:9])[cH:6][cH:7][cH:8]1.[Cl-:26].[ClH:28].[Mg:1].[NH4+:27].[O:29]([CH2:30][CH3:31])[CH2:32][CH3:33].[c:10]1([CH2:16][N:17]2[CH2:18][CH2:19][CH:20]([CH2:23][C:24]#[N:25])[CH2:21][CH2:22]2)[cH:11][cH:12][cH:13][cH:14][cH:15]1>>[ClH:26].[c:3]1([C:24]([CH2:23][CH:20]2[CH2:19][CH2:18][N:17]([CH2:16][c:10]3[cH:11][cH:12][cH:13][cH:14][cH:15]3)[CH2:22][CH2:21]2)=[O:29])[cH:4][c:5]([CH3:9])[cH:6][cH:7][cH:8]1. The reactants are CCOC(=O)c1cn(C2CC2)c2c(F)c(N3CC(O)C3)c(F)cc2c1=O, O, CS(=O)(=O)Cl, c1ccncc1. Yields the product CCOC(=O)c1cn(C2CC2)c2c(F)c(N3CC(OS(C)(=O)=O)C3)c(F)cc2c1=O. Reaction SMILES: [CH:6]1([n:9]2[cH:10][c:11]([C:27](=[O:28])[O:29][CH2:30][CH3:31])[c:12](=[O:26])[c:13]3[cH:14][c:15]([F:25])[c:16]([N:20]4[CH2:21][CH:22]([OH:24])[CH2:23]4)[c:17]([F:19])[c:18]23)[CH2:7][CH2:8]1.[OH2:32].[S:1](=[O:2])(=[O:3])([CH3:4])[Cl:5].[cH:33]1[cH:34][cH:35][n:36][cH:37][cH:38]1>>[S:1](=[O:2])(=[O:3])([CH3:4])[O:24][CH:22]1[CH2:21][N:20]([c:16]2[c:15]([F:25])[cH:14][c:13]3[c:12](=[O:26])[c:11]([C:27](=[O:28])[O:29][CH2:30][CH3:31])[cH:10][n:9]([CH:6]4[CH2:7][CH2:8]4)[c:18]3[c:17]2[F:19])[CH2:23]1. The reactants are BrC1=CC=CC2=C1C(=CS2)C=O (4-bromobenzothiophene-3-carboxaldehyde), O (water), S(=O)(=O)(N)N (sulfamide), [BH4-].[Na+] (sodium borohydride). Solvent: C(C)O (ethanol). Reaction conditions: time 5 hour. The product is BrC1=CC=CC=2SC=C(C21)CNS(=O)(=O)N (N-[(4-bromobenzo[b]thien-3-yl)methyl]-sulfamide). Reaction SMILES: [Br:1][C:2]1[C:7]2[C:8]([CH:11]=O)=[CH:9][S:10][C:6]=2[CH:5]=[CH:4][CH:3]=1.[S:13]([NH2:17])([NH2:16])(=[O:15])=[O:14].[BH4-].[Na+].O>C(O)C>[Br:1][C:2]1[C:7]2[C:8]([CH2:11][NH:16][S:13]([NH2:17])(=[O:15])=[O:14])=[CH:9][S:10][C:6]=2[CH:5]=[CH:4][CH:3]=1 |f:2.3|. Procedure: 4-Bromobenzothiophene (1.80 g, 8.45 mmol) and dichloromethyl methyl ether (1.46 g, 12.7 mmol) were dissolved in anhydrous DCM (100 mL). Titanium tetrachloride (2.40 g, 12.7 mmol) was added, turning the solution dark. After 30 minutes at room temperature, the reaction was poured into a mixture of saturated aqueous NaHCO3 and ice. The mixture was stirred for about 30 minutes and then was extracted with DCM (2×150 mL). The extracts were concentrated and chromatographed (0 to 15% ethyl acetate in he...